From a dataset of the Open Reaction Database (ORD), a public repository of structured organic reaction records. describe an organic reaction: reactants, conditions, products, and yield Reactants: C(C=1C(O)=CC=CC1)(=O)O (salicylic acid), NCCNC(OC(C)(C)C)=O (t-butyl N-(2-aminoethyl)carbamate), 1,3-dicyclocarbodiimide. The solvent is C1CCOC1 (THF), C(Cl)Cl (CH2Cl2). Run at time 18 hour. The product is C(C)(C)(C)OC(NCCNC(C1=C(C=CC=C1)O)=O)=O ([2-(2-hydroxy-benzoylamino)-ethyl]-carbamic acid tert-butyl ester). The yield is 70.9%. RXN SMILES: [C:1]([OH:10])(=O)[C:2]1[C:3](=[CH:5][CH:6]=[CH:7][CH:8]=1)[OH:4].[NH2:11][CH2:12][CH2:13][NH:14][C:15](=[O:21])[O:16][C:17]([CH3:20])([CH3:19])[CH3:18]>C1COCC1.C(Cl)Cl>[C:17]([O:16][C:15](=[O:21])[NH:14][CH2:13][CH2:12][NH:11][C:1](=[O:10])[C:2]1[CH:8]=[CH:7][CH:6]=[CH:5][C:3]=1[OH:4])([CH3:20])([CH3:18])[CH3:19]. Procedure: To a stirring solution of salicylic acid (2.0 g, 14.5 mmol) and t-butyl N-(2-aminoethyl)carbamate (2.32 g, 14.5 mmol) in dry THF (15 mL) was added a solution of 1,3-dicyclocarbodiimide (3.29 g, 16.0 mmol) in CH2Cl2 (5 mL) dropwise at 0° C. The reaction was stirred for 18 h and then filtered. The filtrate was conc in vacuo. The residue was dissolved in EtOAc (50 mL), washed with 5% NaHCO3, dried with MgSO4, and conc in vacuo to a white solid. The solid purified by silica gel chromatography (gradi... The reactants are C1=CC(=CC=C1CBr)[N+](=O)[O-] (P-nitrobenzyl bromide), C(C)NCC (diethylamine). Run in CO (methanol). Reaction conditions: time 3 hour. The product is C(C)N(CC1=CC=C(C=C1)[N+](=O)[O-])CC (N,N-diethyl-N-(4-nitrobenzyl)amine). Yield: 99.6%. RXN SMILES: [CH:1]1[C:6]([CH2:7]Br)=[CH:5][CH:4]=[C:3]([N+:9]([O-:11])=[O:10])[CH:2]=1.[CH2:12]([NH:14][CH2:15][CH3:16])[CH3:13]>CO>[CH2:12]([N:14]([CH2:15][CH3:16])[CH2:7][C:6]1[CH:5]=[CH:4][C:3]([N+:9]([O-:11])=[O:10])=[CH:2][CH:1]=1)[CH3:13]. Reported procedure: P-nitrobenzyl bromide (5.0 g) was added to a methanol solution (50 mL) of diethylamine (16.9 g), and stirred at room temperature for 3 hours. Methanol was evaporated off from the reaction liquid under reduced pressure, and water was added to the resulting residue, and extracted with ethyl acetate. The organic layer was extracted with 1 N hydrochloric acid, and the aqueous layer was neutralized with aqueous ammonium solution. The aqueous layer was extracted with ethyl acetate, and the organic lay... Starting materials: [H-].[Na+] (sodium hydride), FC(S(=O)(=O)C1=CC=C(C=C1)S(=O)(=O)Cl)(F)F (4-[(Trifluoromethyl)sulfonyl]benzenesulfonyl chloride), C1(=CC=CC=C1)C1=CC(=CN1)C=O (5-phenyl-1H-pyrrole-3-carbaldehyde), C1COCCOCCOCCOCCO1 (15-Crown-5). Solvent: O1CCCC1 (tetrahydrofuran), O (Water). Run at time 15 minute. Yields the product C1(=CC=CC=C1)C1=CC(=CN1S(=O)(=O)C1=CC=C(C=C1)S(=O)(=O)C(F)(F)F)C=O (5-phenyl-1-({4-[(trifluoromethyl)sulfonyl]phenyl}sulfonyl)-1H-pyrrole-3-carbaldehyde). Isolated yield 43.1%. As a reaction SMILES: [C:1]1([C:7]2[NH:11][CH:10]=[C:9]([CH:12]=[O:13])[CH:8]=2)[CH:6]=[CH:5][CH:4]=[CH:3][CH:2]=1.[H-].[Na+].C1OCCOCCOCCOCCOC1.[F:31][C:32]([F:47])([F:46])[S:33]([C:36]1[CH:41]=[CH:40][C:39]([S:42](Cl)(=[O:44])=[O:43])=[CH:38][CH:37]=1)(=[O:35])=[O:34]>O1CCCC1.O>[C:1]1([C:7]2[N:11]([S:42]([C:39]3[CH:38]=[CH:37][C:36]([S:33]([C:32]([F:47])([F:31])[F:46])(=[O:35])=[O:34])=[CH:41][CH:40]=3)(=[O:44])=[O:43])[CH:10]=[C:9]([CH:12]=[O:13])[CH:8]=2)[CH:6]=[CH:5][CH:4]=[CH:3][CH:2]=1 |f:1.2|. Procedure details: Under an argon atmosphere, 5-phenyl-1H-pyrrole-3-carbaldehyde (171 mg) was dissolved in tetrahydrofuran (10 mL), sodium hydride (60% in oil, 60 mg) was added, and the mixture was stirred at room temperature for 15 min. 15-Crown-5 (0.30 mL) was added and the mixture was further stirred at the same temperature for 15 min. 4-[(Trifluoromethyl)sulfonyl]benzenesulfonyl chloride (432 mg) was added and the reaction mixture was stirred at room temperature for 30 min. Water was added, and the mixture was... Starting materials: C(#N)[BH3-].[Na+] (sodium cyanoborohydride), ClC=1C=C(C=CC1Cl)C(CC=O)CN1N=NN=C1C1=CC=CC=C1 (3-(3,4-Dichlorophenyl)-4-(5-phenyltetrazol-1-yl)butyraldehyde), OC1(CCNCC1)C1=CC=CC=C1 (4-hydroxy-4-phenylpiperidine), C(C)(=O)O (acetic acid). Solvent: CO (methanol), CO (methanol), ClCCl (dichloromethane), CO (methanol), C([O-])(O)=O.[Na+] (sodium bicarbonate). Reaction conditions: time 2 minute. Yields the product ClC=1C=C(C=CC1Cl)C(CCN1CCC(CC1)(C1=CC=CC=C1)O)CN1N=NN=C1C1=CC=CC=C1 (1-[3-(3,4-Dichlorophenyl)-4-(5-phenyltetrazol-1-yl)butyl]-4-hydroxy-4-phenylpiperidine). Isolated yield 44.9%. RXN SMILES: [Cl:1][C:2]1[CH:3]=[C:4]([CH:9]([CH2:13][N:14]2[C:18]([C:19]3[CH:24]=[CH:23][CH:22]=[CH:21][CH:20]=3)=[N:17][N:16]=[N:15]2)[CH2:10][CH:11]=O)[CH:5]=[CH:6][C:7]=1[Cl:8].[OH:25][C:26]1([C:32]2[CH:37]=[CH:36][CH:35]=[CH:34][CH:33]=2)[CH2:31][CH2:30][NH:29][CH2:28][CH2:27]1.C(O)(=O)C.C([BH3-])#N.[Na+]>CO.ClCCl.C(=O)(O)[O-].[Na+]>[Cl:1][C:2]1[CH:3]=[C:4]([CH:9]([CH2:13][N:14]2[C:18]([C:19]3[CH:20]=[CH:21][CH:22]=[CH:23][CH:24]=3)=[N:17][N:16]=[N:15]2)[CH2:10][CH2:11][N:29]2[CH2:30][CH2:31][C:26]([OH:25])([C:32]3[CH:37]=[CH:36][CH:35]=[CH:34][CH:33]=3)[CH2:27][CH2:28]2)[CH:5]=[CH:6][C:7]=1[Cl:8] |f:3.4,7.8|. Procedure: 3-(3,4-Dichlorophenyl)-4-(5-phenyltetrazol-1-yl)butyraldehyde (0.200 g) in methanol (1 mL) and dichloromethane (1 mL) was added to a solution of 4-hydroxy-4-phenylpiperidine (0.147 g) and acetic acid (0.047 mL) in methanol (1 mL). After 2 minutes, sodium cyanoborohydride (52 mg) in methanol (1 mnL) was added in a single portion. After being stirred overnight, the reaction mixture was diluted with aqueous sodium bicarbonate, stirred for 30 minutes, and extracted with dichloromethane. The organic ... The reactants are CC(C)(C)[Si](C)(C)OCCCBr, COc1ccc2[nH]c(C=Cc3ccccc3Cl)cc2c1, [H-], [Na+], CN(C)C=O, O. Product: COc1ccc2c(c1)cc(C=Cc1ccccc1Cl)n2CCCO[Si](C)(C)C(C)(C)C. Reaction SMILES: [C:23]([CH3:24])([CH3:25])([CH3:26])[Si:27]([CH3:28])([CH3:29])[O:30][CH2:31][CH2:32][CH2:33][Br:34].[Cl:3][c:4]1[c:5]([CH:10]=[CH:11][c:12]2[nH:13][c:14]3[cH:15][cH:16][c:17]([O:21][CH3:22])[cH:18][c:19]3[cH:20]2)[cH:6][cH:7][cH:8][cH:9]1.[H-:1].[Na+:2].[O:35]=[CH:36][N:37]([CH3:38])[CH3:39].[OH2:40]>>[Cl:3][c:4]1[c:5]([CH:10]=[CH:11][c:12]2[n:13]([CH2:33][CH2:32][CH2:31][O:30][Si:27]([C:23]([CH3:24])([CH3:25])[CH3:26])([CH3:28])[CH3:29])[c:14]3[cH:15][cH:16][c:17]([O:21][CH3:22])[cH:18][c:19]3[cH:20]2)[cH:6][cH:7][cH:8][cH:9]1. Reactants: C(CCCCC)NC(NN)=S (4-hexyl-3-thiosemicarbazide), ClC(C(=O)OCC)C(=O)C (ethyl 2-chloroacetoacetate), Cl (hydrogen chloride). Run in C(C)O (ethanol). Run at time 2.5 hour. The product is Cl.C(CCCCC)NC1=NNC(=C1C(=O)OCC)C (3-(Hexylamino)-5-methyl-1H-pyrazole-4-carboxylic acid, ethyl ester, hydrochloride). Isolated yield 28.4%. Reaction SMILES: [CH2:1]([NH:7][C:8](=S)[NH:9][NH2:10])[CH2:2][CH2:3][CH2:4][CH2:5][CH3:6].[Cl:12][CH:13]([C:19]([CH3:21])=O)[C:14]([O:16][CH2:17][CH3:18])=[O:15].Cl>C(O)C>[ClH:12].[CH2:1]([NH:7][C:8]1[C:13]([C:14]([O:16][CH2:17][CH3:18])=[O:15])=[C:19]([CH3:21])[NH:10][N:9]=1)[CH2:2][CH2:3][CH2:4][CH2:5][CH3:6] |f:4.5|. Procedure details: A stirred solution of 15.8 g (0.091 mole) of 4-hexyl-3-thiosemicarbazide in 150 mL of absolute ethanol under nitrogen atmosphere was treated with 14.8 g (0.091 mole) of ethyl 2-chloroacetoacetate, stirred for 2.5 hr at ambient temperature, treated with 50 mL of 2N ethanolic hydrogen chloride, heated at reflux for 1 hr, and stirred at ambient temperature ~16 hr. The reaction mixture was heated to dissolve most of the solids, filtered to remove the insoluble sulfur and concentrated in vacuo to giv... Yields the product COCCOC1(C(=O)Nc2cccc(OC(=O)N(C)C)c2)CCN(C(=O)OC(C)(C)C)CC1. Reactants: COCCOC1(C(=O)O)CCN(C(=O)OC(C)(C)C)CC1, CN(C)C(=O)Oc1cccc(N)c1, O=C(Cl)C(=O)Cl, ClCCl, CN(C)C=O, c1ccncc1. Reaction SMILES: [C:1]([CH3:2])([CH3:3])([CH3:4])[O:5][C:6](=[O:7])[N:8]1[CH2:9][CH2:10][C:11]([C:14](=[O:15])[OH:16])([O:17][CH2:18][CH2:19][O:20][CH3:21])[CH2:12][CH2:13]1.[CH3:34][N:35]([C:36]([O:37][c:38]1[cH:39][c:40]([NH2:44])[cH:41][cH:42][cH:43]1)=[O:45])[CH3:46].[Cl:28][C:29]([C:30]([Cl:31])=[O:32])=[O:33].[Cl:47][CH2:48][Cl:49].[O:50]=[CH:51][N:52]([CH3:53])[CH3:54].[cH:22]1[cH:23][cH:24][n:25][cH:26][cH:27]1>>[C:1]([CH3:2])([CH3:3])([CH3:4])[O:5][C:6](=[O:7])[N:8]1[CH2:9][CH2:10][C:11]([C:14](=[O:16])[NH:44][c:40]2[cH:39][c:38]([O:37][C:36]([N:35]([CH3:34])[CH3:46])=[O:45])[cH:43][cH:42][cH:41]2)([O:17][CH2:18][CH2:19][O:20][CH3:21])[CH2:12][CH2:13]1. As a reaction SMILES: [Br:1][c:2]1[cH:3][c:4]([C:5](=[O:6])[NH:7][c:8]2[s:9][c:10]3[c:11]([n:12]2)[c:13]([O:23][CH3:24])[cH:14][cH:15][c:16]3-[c:17]2[cH:18][cH:19][cH:20][cH:21][cH:22]2)[cH:25][cH:26][n:27]1.[CH3:30][OH:31].[H-:28].[Na+:29].[O:32]1[CH2:33][CH2:34][O:35][CH2:36][CH2:37]1>>[c:2]1([O:31][CH3:30])[cH:3][c:4]([C:5](=[O:6])[NH:7][c:8]2[s:9][c:10]3[c:11]([n:12]2)[c:13]([O:23][CH3:24])[cH:14][cH:15][c:16]3-[c:17]2[cH:18][cH:19][cH:20][cH:21][cH:22]2)[cH:25][cH:26][n:27]1. Yields the product COc1cc(C(=O)Nc2nc3c(OC)ccc(-c4ccccc4)c3s2)ccn1. Starting materials: COc1ccc(-c2ccccc2)c2sc(NC(=O)c3ccnc(Br)c3)nc12, CO, [H-], [Na+], C1COCCO1.